This data is from the Open Reaction Database (ORD), a public repository of structured organic reaction records. The task is: describe an organic reaction: reactants, conditions, products, and yield Starting materials: COC1=CC=C(C=C1)C(=O)CC1=CC=CC=C1 (4-methoxydesoxybenzoin), O1C(CCCC1)OC1OCCCC1 (tetrahydropyran-2-yl ether), BrC(C)O (bromoethanol). Yields the product O1C(CCCC1)OCCC(C(=O)C1=CC=C(C=C1)OC)C1=CC=CC=C1 (4-[(tetrahydropyran-2-yl)oxy]-2-phenyl-1-(4-methoxyphenyl)butan-1-one). Reaction SMILES: [CH3:1][O:2][C:3]1[CH:8]=[CH:7][C:6]([C:9]([CH2:11][C:12]2[CH:17]=[CH:16][CH:15]=[CH:14][CH:13]=2)=[O:10])=[CH:5][CH:4]=1.[O:18]1[CH2:23][CH2:22][CH2:21][CH2:20][CH:19]1[O:24][CH:25]1[CH2:30]CCCO1.BrC(O)C>>[O:18]1[CH2:23][CH2:22][CH2:21][CH2:20][CH:19]1[O:24][CH2:25][CH2:30][CH:11]([C:12]1[CH:17]=[CH:16][CH:15]=[CH:14][CH:13]=1)[C:9]([C:6]1[CH:5]=[CH:4][C:3]([O:2][CH3:1])=[CH:8][CH:7]=1)=[O:10]. Procedure: The compound is prepared from 22.6 g of 4-methoxydesoxybenzoin and 20.9 g of tetrahydropyran-2-yl ether-protected bromoethanol according to the procedure described in Example 1(a). The reactants are ClC1=C(C=CC=C1/C(=C/C(C)=O)/C)C1=CC=CC=C1 ((E)-4-(2-chloro-biphenylyl)-3-pentene-2-one), CC(C)[O-].CC(C)[O-].CC(C)[O-].[Al+3] (aluminum isopropylate), C(C)(C)O (isopropanol). Run at time 5 hour. Yields the product ClC1=C(C=CC(=C1)/C(=C/C(C)O)/C)C1=CC=CC=C1 ((E)-4-(2-Chloro-4-biphenylyl)-3-pentene-2-ol). As a reaction SMILES: [Cl:1][C:2]1[C:7](/C(/C)=C/C(=O)C)=[CH:6][CH:5]=[CH:4][C:3]=1[C:14]1[CH:19]=[CH:18][CH:17]=[CH:16][CH:15]=1.[CH3:20][CH:21]([O-:23])[CH3:22].[CH3:24][CH:25]([O-])C.CC([O-])C.[Al+3].C(O)(C)C>>[Cl:1][C:2]1[CH:7]=[C:6](/[C:24](/[CH3:25])=[CH:20]/[CH:21]([OH:23])[CH3:22])[CH:5]=[CH:4][C:3]=1[C:14]1[CH:15]=[CH:16][CH:17]=[CH:18][CH:19]=1 |f:1.2.3.4|. Procedure details: 80.0 Gm (0.296 mol) of (E)-4-(2-chloro-biphenylyl)-3-pentene-2-one were gently refluxed with 68.0 gm (0.333 mol) of aluminum isopropylate and 300 ml (3.92 mols) of isopropanol in a dry distillation apparatus with a 60-cm-Vigreux-column, such that only about 5 drops were distilled off per minute. After about 5 hours no acetone was found to be present in the distillate (using hydrochloric acid 2,4-dinitrophenyl-hydrazine solution) and in the reaction mixture no unreacted starting material could be... Reactants: NCC(=O)O (H-Gly-OH), N([C@@H](CC(C)C)C(=O)ON1C(=O)CCC1=O)C(=O)OC(C)(C)C (Boc-Leu-OSu), C(O)([O-])=O.[Na+] (sodium hydrogen carbonate), O1CCOCC1 (dioxane). Run in O (water), C(C)(=O)OCC.CCCCCC (ethyl acetate n-hexane). Conditions: time 30 minute. Yields the product N([C@@H](CC(C)C)C(=O)NCC(=O)O)C(=O)OC(C)(C)C (Boc-Leu-Gly-OH). Yield: 75.7%. Reaction SMILES: [NH2:1][CH2:2][C:3]([OH:5])=[O:4].C(=O)([O-])O.[Na+].O1CCOCC1.[NH:17]([C:33]([O:35][C:36]([CH3:39])([CH3:38])[CH3:37])=[O:34])[C@H:18]([C:23](ON1C(=O)CCC1=O)=[O:24])[CH2:19][CH:20]([CH3:22])[CH3:21]>O.C(OCC)(=O)C.CCCCCC>[NH:17]([C:33]([O:35][C:36]([CH3:38])([CH3:37])[CH3:39])=[O:34])[C@H:18]([C:23]([NH:1][CH2:2][C:3]([OH:5])=[O:4])=[O:24])[CH2:19][CH:20]([CH3:22])[CH3:21] |f:1.2,6.7|. Procedure: 2.63 Grams of H-Gly-OH and 3.50 g of sodium hydrogen carbonate were suspended in 50 ml of water, to this supension was added, under ice-cooling condition, 50 ml of dioxane solution containing 10.0 g of Boc-Leu-OSu, and stirred for 30 minutes, then this mixture was further stirred at room temperature for 15 hours. The reaction mixture was concentrated under reduced pressure, and the residue thus obtained was extracted with ethyl acetate (70 ml). The ethyl acetate layer was washed with 1N-hydrochl... The reactants are CC(C)(C)NC(=O)Oc1ccc(CCOc2ccc(C=C3SC(=O)NC3=O)cc2)cc1, CCOC(C)=O. Yields the product CC(C)(C)NC(=O)Oc1ccc(CCOc2ccc(CC3SC(=O)NC3=O)cc2)cc1. Reaction SMILES: [C:1]([CH3:2])([CH3:3])([CH3:4])[NH:5][C:6](=[O:7])[O:8][c:9]1[cH:10][cH:11][c:12]([CH2:15][CH2:16][O:17][c:18]2[cH:19][cH:20][c:21]([CH:22]=[C:23]3[C:24](=[O:29])[NH:25][C:26](=[O:28])[S:27]3)[cH:30][cH:31]2)[cH:13][cH:14]1.[CH3:32][CH2:33][O:34][C:35](=[O:36])[CH3:37]>>[C:1]([CH3:2])([CH3:3])([CH3:4])[NH:5][C:6](=[O:7])[O:8][c:9]1[cH:10][cH:11][c:12]([CH2:15][CH2:16][O:17][c:18]2[cH:19][cH:20][c:21]([CH2:22][CH:23]3[C:24](=[O:29])[NH:25][C:26](=[O:28])[S:27]3)[cH:30][cH:31]2)[cH:13][cH:14]1. Starting materials: COCCl (methoxymethyl chloride), C(C)(C)(C)OC(=O)N1C=NC(=C1)CCNC(=O)OC(C)(C)C (1-t-Butoxycarbonyl-4-[2-(t-butoxycarbonylamino)ethyl]imidazole), C([O-])([O-])=O.[Na+].[Na+] (sodium carbonate). Solvent: C(C)#N (acetonitrile). Conditions: time 8 hour. The product is C(C)(C)(C)OC(=O)NCCC1=CN=CN1COC (5-[2-(t-butoxycarbonylamino)ethyl]1-methoxymethylimidazole). Yield: 84.9%. RXN SMILES: C(OC([N:8]1[CH:12]=[C:11]([CH2:13][CH2:14][NH:15][C:16]([O:18][C:19]([CH3:22])([CH3:21])[CH3:20])=[O:17])[N:10]=[CH:9]1)=O)(C)(C)C.[CH3:23][O:24][CH2:25]Cl.C(=O)([O-])[O-].[Na+].[Na+]>C(#N)C>[C:19]([O:18][C:16]([NH:15][CH2:14][CH2:13][C:11]1[N:10]([CH2:23][O:24][CH3:25])[CH:9]=[N:8][CH:12]=1)=[O:17])([CH3:20])([CH3:21])[CH3:22] |f:2.3.4|. Procedure details: 1-t-Butoxycarbonyl-4-[2-(t-butoxycarbonylamino)ethyl]imidazole (78.1 g) is dissolved in acetonitrile (500 ml), and thereto is added methoxymethyl chloride (22.2 g). The mixture is stirred at room temperature overnight, and poured into aqueous 10% sodium carbonate solution, and extracted with ethyl acetate. The extract is washed, dried and evaporated to give 5-[2-(t-butoxycarbonylamino)ethyl]1-methoxymethylimidazole (54.4 g) as an oil.